Dataset: the Open Reaction Database (ORD), a public repository of structured organic reaction records. Task: describe an organic reaction: reactants, conditions, products, and yield Reported procedure: Starting from 1-(4-(4-(8-oxa-3-azabicyclo[3.2.1]octan-3-yl)-6-(4-oxopiperidin-1-yl)-1,3,5-triazin-2-yl)phenyl)-3-(pyridin-4-yl)urea.TFA (50 mg) and glycinamide hydrochloride (18 mg) and triethylamine (10 drops) and following the procedure as outlined in example 118 the title compound was isolated as its di-TFA salt after HPLC purification; MS (ES+) 559.8 (M+H)+ RXN SMILES: [CH:1]12[O:8][CH:5]([CH2:6][CH2:7]1)[CH2:4][N:3]([C:9]1[N:14]=[C:13]([N:15]3[CH2:20][CH2:19][C:18](=O)[CH2:17][CH2:16]3)[N:12]=[C:11]([C:22]3[CH:27]=[CH:26][C:25]([NH:28][C:29]([NH:31][C:32]4[CH:37]=[CH:36][N:35]=[CH:34][CH:33]=4)=[O:30])=[CH:24][CH:23]=3)[N:10]=1)[CH2:2]2.C(O)(C(F)(F)F)=O.Cl.[NH2:46][CH2:47][C:48]([NH2:50])=[O:49]>C(N(CC)CC)C>[CH:5]12[O:8][CH:1]([CH2:7][CH2:6]1)[CH2:2][N:3]([C:9]1[N:10]=[C:11]([C:22]3[CH:27]=[CH:26][C:25]([NH:28][C:29]([NH:31][C:32]4[CH:37]=[CH:36][N:35]=[CH:34][CH:33]=4)=[O:30])=[CH:24][CH:23]=3)[N:12]=[C:13]([N:15]3[CH2:16][CH2:17][CH:18]([NH:46][CH2:47][C:48]([NH2:50])=[O:49])[CH2:19][CH2:20]3)[N:14]=1)[CH2:4]2 |f:2.3|. Reagents/catalysts: C(C)N(CC)CC (triethylamine). Yields the product C12CN(CC(CC1)O2)C2=NC(=NC(=N2)C2=CC=C(C=C2)NC(=O)NC2=CC=NC=C2)N2CCC(CC2)NCC(=O)N (2-(1-(4-(8-oxa-3-azabicyclo[3.2.1]octan-3-yl)-6-(4-(3-pyridin-4-ylureido)phenyl)-1,3,5-triazin-2-yl)piperidin-4-ylamino)acetamide). Starting materials: C12CN(CC(CC1)O2)C2=NC(=NC(=N2)N2CCC(CC2)=O)C2=CC=C(C=C2)NC(=O)NC2=CC=NC=C2 (1-(4-(4-(8-oxa-3-azabicyclo[3.2.1]octan-3-yl)-6-(4-oxopiperidin-1-yl)-1,3,5-triazin-2-yl)phenyl)-3-(pyridin-4-yl)urea), C(=O)(C(F)(F)F)O (TFA), Cl.NCC(=O)N (glycinamide hydrochloride). The reactants are [C-]1=CC=CC2=CC=CC=C12.[Li+] (Lithium naphthalenide), C1(=CC=CC=C1)SC1(CC1)OC1=CC=C(C=C1)C1=CC=CC=C1 (4-(1-phenylsulfanyl-cyclopropoxy)biphenyl), N1=CC(=CC=C1)CCC=O (3-pyridinepropanal). The solvent is O1CCCC1 (tetrahydrofuran), O1CCCC1 (tetrahydrofuran). Conditions: time 15 minute. Yields the product C1(=CC=C(C=C1)OC1(CC1)C(CCC=1C=NC=CC1)O)C1=CC=CC=C1 ((±)-1-[1-(Biphenyl-4-yloxy)-cyclopropyl]-3-pyridin-3-yl-propan-1-ol). As a reaction SMILES: [C-]1C2C(=CC=CC=2)C=CC=1.[Li+].C1(S[C:19]2([O:22][C:23]3[CH:28]=[CH:27][C:26]([C:29]4[CH:34]=[CH:33][CH:32]=[CH:31][CH:30]=4)=[CH:25][CH:24]=3)[CH2:21][CH2:20]2)C=CC=CC=1.[N:35]1[CH:40]=[CH:39][CH:38]=[C:37]([CH2:41][CH2:42][CH:43]=[O:44])[CH:36]=1>O1CCCC1>[C:26]1([C:29]2[CH:30]=[CH:31][CH:32]=[CH:33][CH:34]=2)[CH:25]=[CH:24][C:23]([O:22][C:19]2([CH:43]([OH:44])[CH2:42][CH2:41][C:37]3[CH:36]=[N:35][CH:40]=[CH:39][CH:38]=3)[CH2:20][CH2:21]2)=[CH:28][CH:27]=1 |f:0.1|. Procedure: Lithium naphthalenide (0.625M, 7.4 ml; prepared by adding equimolar quantities of naphthalene and lithium metal to tetrahydrofuran, under nitrogen, and stirring at room temperature overnight) was added slowly to a stirred solution of 4-(1-phenylsulfanyl-cyclopropoxy)biphenyl (0.7 g) in dry tetrahydrofuran at −78° C., under nitrogen, and then stirred at this temperature for 15 minutes. To this was added a solution of 3-pyridinepropanal (0.3 g, prepared according to the method of Example 3 of Inte... Reactants: N=C(N)NCC1CCCO1, CCO, O=[N+]([O-])c1cnc2ccccc2c1Cl, [Na+], [Na+], O=S(=O)([O-])[O-]. Product: N=C(NCC1CCCO1)Nc1c([N+](=O)[O-])cnc2ccccc12. Reaction SMILES: [CH2:1]([CH:2]1[CH2:3][CH2:4][CH2:5][O:6]1)[NH:7][C:8](=[NH:9])[NH2:10].[CH3:32][CH2:33][OH:34].[Cl:18][c:19]1[c:20]([N+:29](=[O:30])[O-:31])[cH:21][n:22][c:23]2[cH:24][cH:25][cH:26][cH:27][c:28]12.[Na+:11].[Na+:12].[O-:13][S:14](=[O:15])(=[O:16])[O-:17]>>[CH2:1]([CH:2]1[CH2:3][CH2:4][CH2:5][O:6]1)[NH:7][C:8]([NH:9][c:19]1[c:20]([N+:29](=[O:30])[O-:31])[cH:21][n:22][c:23]2[cH:24][cH:25][cH:26][cH:27][c:28]12)=[NH:10].